This data is from the Open Reaction Database (ORD), a public repository of structured organic reaction records. The task is: describe an organic reaction: reactants, conditions, products, and yield Reactants: C(#N)CSC1=C(C(=CC(=C1)F)F)NC(C)=O (N-(2-Cyanomethylsulfanyl-4,6-difluoro-phenyl)acetamide), C(C)(=O)O (acetic acid), OO (Hydrogen peroxide), O (water). Run at temperature 100 celsius, time 45 minute. The product is C(#N)CS(=O)(=O)C1=C(C(=CC(=C1)F)F)NC(C)=O (N-(2-Cyanomethylsulfonyl-4,6-difluoro-phenyl)acetamide). As a reaction SMILES: [C:1]([CH2:3][S:4][C:5]1[CH:10]=[C:9]([F:11])[CH:8]=[C:7]([F:12])[C:6]=1[NH:13][C:14](=[O:16])[CH3:15])#[N:2].OO.[OH2:19].C(O)(=[O:22])C>>[C:1]([CH2:3][S:4]([C:5]1[CH:10]=[C:9]([F:11])[CH:8]=[C:7]([F:12])[C:6]=1[NH:13][C:14](=[O:16])[CH3:15])(=[O:22])=[O:19])#[N:2]. Procedure details: N-(2-Cyanomethylsulfanyl-4,6-difluoro-phenyl)acetamide (0.25 g) was suspended in glacial acetic acid (2 ml). Hydrogen peroxide (35%, 1 ml) was added and the mixture was stirred at 100° C. for 1 h 45 min. Then the mixture was cooled to 0° C. and water (5 ml) was added. After stirring for ½ h a white precipitate was isolated by filtration, washed with water and dried to give the title compound as white needles. Yield 0.17 g (61%); 1H-NMR (DMSO-d6), δ (ppm): 9.81 (br s, 1H, NH), 8.08-7.90 (m, 1H, A... Procedure details: In a manner analogous to the method described in example 163, {1-[(4S,5R)-2-(6-tert-butyl-4-ethoxy-pyridin-3-yl)-4,5-bis-(4-chloro-phenyl)-4,5-dimethyl-4,5-dihydro-imidazole-1-carbonyl]-piperidin-4-yl}-acetic acid was reacted with cycloheptylamine (Aldrich) to give the title product. LC-MS (ES+) 760 [(M+H)+]. Reactants: C(C)(C)(C)C1=CC(=C(C=N1)C=1N([C@]([C@](N1)(C)C1=CC=C(C=C1)Cl)(C)C1=CC=C(C=C1)Cl)C(=O)N1CCC(CC1)CC(=O)O)OCC ({1-[(4S,5R)-2-(6-tert-butyl-4-ethoxy-pyridin-3-yl)-4,5-bis-(4-chloro-phenyl)-4,5-dimethyl-4,5-dihydro-imidazole-1-carbonyl]-piperidin-4-yl}-acetic acid), C1(CCCCCC1)N (cycloheptylamine). Product: C(C)(C)(C)C1=CC(=C(C=N1)C=1N([C@]([C@](N1)(C)C1=CC=C(C=C1)Cl)(C)C1=CC=C(C=C1)Cl)C(=O)N1CCC(CC1)CC(=O)NC1CCCCCC1)OCC (2-{1-[(4S,5R)-2-(6-tert-Butyl-4-ethoxy-pyridin-3-yl)-4,5-bis-(4-chloro-phenyl)-4,5-dimethyl-4,5-dihydro-imidazole-1-carbonyl]-piperidin-4-yl}-N-cycloheptyl-acetamide). Reaction SMILES: [C:1]([C:5]1[N:10]=[CH:9][C:8]([C:11]2[N:12]([C:32]([N:34]3[CH2:39][CH2:38][CH:37]([CH2:40][C:41](O)=[O:42])[CH2:36][CH2:35]3)=[O:33])[C@@:13]([C:25]3[CH:30]=[CH:29][C:28]([Cl:31])=[CH:27][CH:26]=3)([CH3:24])[C@@:14]([C:17]3[CH:22]=[CH:21][C:20]([Cl:23])=[CH:19][CH:18]=3)([CH3:16])[N:15]=2)=[C:7]([O:44][CH2:45][CH3:46])[CH:6]=1)([CH3:4])([CH3:3])[CH3:2].[CH:47]1([NH2:54])[CH2:53][CH2:52][CH2:51][CH2:50][CH2:49][CH2:48]1>>[C:1]([C:5]1[N:10]=[CH:9][C:8]([C:11]2[N:12]([C:32]([N:34]3[CH2:39][CH2:38][CH:37]([CH2:40][C:41]([NH:54][CH:47]4[CH2:53][CH2:52][CH2:51][CH2:50][CH2:49][CH2:48]4)=[O:42])[CH2:36][CH2:35]3)=[O:33])[C@@:13]([C:25]3[CH:30]=[CH:29][C:28]([Cl:31])=[CH:27][CH:26]=3)([CH3:24])[C@@:14]([C:17]3[CH:18]=[CH:19][C:20]([Cl:23])=[CH:21][CH:22]=3)([CH3:16])[N:15]=2)=[C:7]([O:44][CH2:45][CH3:46])[CH:6]=1)([CH3:2])([CH3:3])[CH3:4].